From a dataset of the Open Reaction Database (ORD), a public repository of structured organic reaction records. describe an organic reaction: reactants, conditions, products, and yield Starting materials: O=Cc1ccccc1C(F)(F)F, O=c1cc(N2CCNCC2)nc[nH]1. The product is O=c1cc(N2CCN(Cc3ccccc3C(F)(F)F)CC2)nc[nH]1. As a reaction SMILES: [F:14][C:15]([c:16]1[c:17]([CH:18]=[O:19])[cH:20][cH:21][cH:22][cH:23]1)([F:24])[F:25].[N:1]1([c:7]2[cH:8][c:9](=[O:13])[nH:10][cH:11][n:12]2)[CH2:2][CH2:3][NH:4][CH2:5][CH2:6]1>>[N:1]1([c:7]2[cH:8][c:9](=[O:13])[nH:10][cH:11][n:12]2)[CH2:2][CH2:3][N:4]([CH2:18][c:17]2[c:16]([C:15]([F:14])([F:24])[F:25])[cH:23][cH:22][cH:21][cH:20]2)[CH2:5][CH2:6]1. Starting materials: C1CCOC1, COc1cc(C(C)C)c2c(c1)S(=O)(=O)N(COC(=O)c1c(Cl)ccc(O)c1Cl)C2=O, CCOC(=O)N=NC(=O)OCC, O=C(OCc1ccccc1)N1CCC(CCO)CC1, c1ccc(P(c2ccccc2)c2ccccc2)cc1. Yields the product COc1cc(C(C)C)c2c(c1)S(=O)(=O)N(COC(=O)c1c(Cl)ccc(OCCC3CCN(C(=O)OCc4ccccc4)CC3)c1Cl)C2=O. RXN SMILES: [CH2:81]1[O:82][CH2:83][CH2:84][CH2:85]1.[Cl:1][c:2]1[c:3]([C:4](=[O:5])[O:6][CH2:7][N:8]2[S:9](=[O:10])(=[O:11])[c:12]3[cH:13][c:14]([O:23][CH3:24])[cH:15][c:16]([CH:20]([CH3:21])[CH3:22])[c:17]3[C:18]2=[O:19])[c:25]([Cl:30])[cH:26][cH:27][c:28]1[OH:29].[O:69]=[C:70]([O:71][CH2:72][CH3:73])[N:74]=[N:75][C:76]([O:77][CH2:78][CH3:79])=[O:80].[OH:31][CH2:32][CH2:33][CH:34]1[CH2:35][CH2:36][N:37]([C:40](=[O:41])[O:42][CH2:43][c:44]2[cH:45][cH:46][cH:47][cH:48][cH:49]2)[CH2:38][CH2:39]1.[c:50]1([P:51]([c:52]2[cH:53][cH:54][cH:55][cH:56][cH:57]2)[c:58]2[cH:59][cH:60][cH:61][cH:62][cH:63]2)[cH:64][cH:65][cH:66][cH:67][cH:68]1>>[Cl:1][c:2]1[c:3]([C:4](=[O:5])[O:6][CH2:7][N:8]2[S:9](=[O:10])(=[O:11])[c:12]3[cH:13][c:14]([O:23][CH3:24])[cH:15][c:16]([CH:20]([CH3:21])[CH3:22])[c:17]3[C:18]2=[O:19])[c:25]([Cl:30])[cH:26][cH:27][c:28]1[O:29][CH2:32][CH2:33][CH:34]1[CH2:35][CH2:36][N:37]([C:40](=[O:41])[O:42][CH2:43][c:44]2[cH:45][cH:46][cH:47][cH:48][cH:49]2)[CH2:38][CH2:39]1. The reactants are Cc1nnsc1C(=O)O, CCN(C(C)C)C(C)C, Nc1ccc(F)c(Cl)c1, ClCCl. Product: Cc1nnsc1C(=O)Nc1ccc(F)c(Cl)c1. RXN SMILES: [CH3:1][c:2]1[n:3][n:4][s:5][c:6]1[C:7](=[O:8])[OH:9].[CH:10]([N:11]([CH2:12][CH3:13])[CH:14]([CH3:15])[CH3:16])([CH3:17])[CH3:18].[Cl:19][c:20]1[cH:21][c:22]([NH2:23])[cH:24][cH:25][c:26]1[F:27].[Cl:28][CH2:29][Cl:30]>>[CH3:1][c:2]1[n:3][n:4][s:5][c:6]1[C:7](=[O:9])[NH:23][c:22]1[cH:21][c:20]([Cl:19])[c:26]([F:27])[cH:25][cH:24]1. Starting materials: Cc1nc2ccccc2cc1CBr, Cc1ccccc1, COP(OC)OC. Yields the product COP(=O)(Cc1cc2ccccc2nc1C)OC. RXN SMILES: [Br:1][CH2:2][c:3]1[c:4]([CH3:13])[n:5][c:6]2[cH:7][cH:8][cH:9][cH:10][c:11]2[cH:12]1.[CH3:21][c:22]1[cH:23][cH:24][cH:25][cH:26][cH:27]1.[P:14]([O:15][CH3:16])([O:17][CH3:18])[O:19][CH3:20]>>[CH2:2]([c:3]1[c:4]([CH3:13])[n:5][c:6]2[cH:7][cH:8][cH:9][cH:10][c:11]2[cH:12]1)[P:14]([O:15][CH3:16])([O:17][CH3:18])=[O:19]. The reactants are FCCOc1ccc(Br)cc1, OB(O)c1ccc2nonc2c1. Product: FCCOc1ccc(-c2ccc3nonc3c2)cc1. As a reaction SMILES: [Br:13][c:14]1[cH:15][cH:16][c:17]([O:20][CH2:21][CH2:22][F:23])[cH:18][cH:19]1.[n:1]1[c:2]2[c:3]([n:4][o:5]1)[cH:6][c:7]([B:10]([OH:11])[OH:12])[cH:8][cH:9]2>>[n:1]1[c:2]2[c:3]([n:4][o:5]1)[cH:6][c:7](-[c:14]1[cH:15][cH:16][c:17]([O:20][CH2:21][CH2:22][F:23])[cH:18][cH:19]1)[cH:8][cH:9]2. Reactants: BrCc1ccccc1, CCO, CC1(C)NC(=S)NC1=S. Yields the product CC1(C)NC(SCc2ccccc2)=NC1=S. Reaction SMILES: [CH2:1]([c:2]1[cH:3][cH:4][cH:5][cH:6][cH:7]1)[Br:8].[CH3:18][CH2:19][OH:20].[CH3:9][C:10]1([CH3:17])[C:11](=[S:16])[NH:12][C:13](=[S:15])[NH:14]1>>[CH2:1]([c:2]1[cH:3][cH:4][cH:5][cH:6][cH:7]1)[S:15][C:13]1=[N:12][C:11](=[S:16])[C:10]([CH3:9])([CH3:17])[NH:14]1. Starting materials: FC1=C(NC=2C(=CN(C(C2)=O)C)C(=O)O)C=CC(=C1)C (4-(2-Fluoro-4-methylanilino)-1-methyl-6-oxo-1,6-dihydro-3-pyridinecarboxylic acid), C1=CN(C=N1)C(=O)N2C=CN=C2 (CDI), NCCCO (3-amino-1-propanol). Run in C1CCOC1 (THF), CN(C)C=O (DMF). Product: FC1=C(NC=2C(=CN(C(C2)=O)C)C(=O)NCCCO)C=CC(=C1)C (4-(2-fluoro-4-methylanilino)-N-(3-hydroxypropyl)-1-methyl-6-oxo-1,6-dihydro-3-pyridinecarboxamide). The yield is 47.0%. RXN SMILES: [F:1][C:2]1[CH:19]=[C:18]([CH3:20])[CH:17]=[CH:16][C:3]=1[NH:4][C:5]1[C:6]([C:13]([OH:15])=O)=[CH:7][N:8]([CH3:12])[C:9](=[O:11])[CH:10]=1.C1N=CN(C(N2C=NC=C2)=O)C=1.[NH2:33][CH2:34][CH2:35][CH2:36][OH:37]>C1COCC1.CN(C=O)C>[F:1][C:2]1[CH:19]=[C:18]([CH3:20])[CH:17]=[CH:16][C:3]=1[NH:4][C:5]1[C:6]([C:13]([NH:33][CH2:34][CH2:35][CH2:36][OH:37])=[O:15])=[CH:7][N:8]([CH3:12])[C:9](=[O:11])[CH:10]=1. Reported procedure: 4-(2-Fluoro-4-methylanilino)-1-methyl-6-oxo-1,6-dihydro-3-pyridinecarboxylic acid and CDI were dissolved in a mixture of anhydrous THF and anhydrous DMF and treated with 3-amino-1-propanol as for example 34. After workup, the residue was further purified by flash chromatography on silica gel (5% MeOH/CH2Cl2—10% MeOH/CH2Cl2 gradient elution) yielding 4-(2-fluoro-4-methylanilino)-N-(3-hydroxypropyl)-1-methyl-6-oxo-1,6-dihydro-3-pyridinecarboxamide (47%) as a pale cream solid; m.p. (EtOAc/Hexane) 1... Starting materials: ClC1=CC=C(C=C1)B(O)O (4-chlorophenyl boronic acid), Tetrakis(triphenylphoshine)palladium(0), BrC1=CC=C(C=C1)/C(=C/C(=O)OCC)/C ((E)-ethyl 3-(4-bromophenyl)-but-2-enoate), C([O-])([O-])=O.[Na+].[Na+] (sodium carbonate). Run in COCCOC (DME), Cl (HCl). Conditions: time 10 minute. Product: C(C)OC(\C=C(/C)\C1=CC=C(C=C1)C1=CC=C(C=C1)Cl)=O ((E)-ethyl-3-(4′-chloro-biphenyl-4-yl)-but-2-enoate). RXN SMILES: Br[C:2]1[CH:7]=[CH:6][C:5](/[C:8](/[CH3:15])=[CH:9]/[C:10]([O:12][CH2:13][CH3:14])=[O:11])=[CH:4][CH:3]=1.C(=O)([O-])[O-].[Na+].[Na+].[Cl:22][C:23]1[CH:28]=[CH:27][C:26](B(O)O)=[CH:25][CH:24]=1>COCCOC.Cl>[CH2:13]([O:12][C:10](=[O:11])/[CH:9]=[C:8](/[C:5]1[CH:6]=[CH:7][C:2]([C:26]2[CH:27]=[CH:28][C:23]([Cl:22])=[CH:24][CH:25]=2)=[CH:3][CH:4]=1)\[CH3:15])[CH3:14] |f:1.2.3|. Procedure: Tetrakis(triphenylphoshine)palladium(0) (0.26 g, 0.22 mmol, 4 mol %) was added, under nitrogen, to a stirred solution of (E)-ethyl 3-(4-bromophenyl)-but-2-enoate (1.5 g, 5.57 mmol) {prepared as detailed in example 50 a} in DME (70 ml), and the resulting orange coloured solution stirred at room temperature for 10 min. Aqueous 2M sodium carbonate (16.7 ml, 33.4 mmol) was then added, the mixture stirred for 10 min, then 4-chlorophenyl boronic acid (1.3 g, 8.36 mmol) was added, and the reaction mixt... Starting materials: C(C)(C)(C)C1=NN=C(S1)C1=C(C=CC(=C1)O)C1=C(C=CC(=C1)OC)F (2-(5-(tert-butyl)-1,3,4-thiadiazol-2-yl)-2′-fluoro-5′-methoxy-[1,1′-biphenyl]-4-ol), C1(CC1)C(CC(=O)OCC)C1=CC(=CC=C1)CO (ethyl 3-cyclopropyl-3-(3-(hydroxymethyl)phenyl)propanoate), C1(=CC=CC=C1)P(C1=CC=CC=C1)C1=CC=CC=C1 (triphenylphosphine), solution, N(=NC(=O)OCC)C(=O)OCC (diethyl azodicarboxylate). Run in C1CCOC1 (THF), C1(=CC=CC=C1)C (toluene). Run at time 12 hour. The product is C(C)(C)(C)C1=NN=C(S1)C1=C(C=CC(=C1)OCC=1C=C(C=CC1)C(CC(=O)OCC)C1CC1)C1=C(C=CC(=C1)OC)F (ethyl 3-(3-(((2-(5-(tert-butyl)-1,3,4-thiadiazol-2-yl)-2′-fluoro-5′-methoxy-[1,1′-biphenyl]-4-yl)oxy)methyl)phenyl)-3-cyclopropylpropanoate). Isolated yield 74.8%. As a reaction SMILES: [C:1]([C:5]1[S:9][C:8]([C:10]2[CH:15]=[C:14]([OH:16])[CH:13]=[CH:12][C:11]=2[C:17]2[CH:22]=[C:21]([O:23][CH3:24])[CH:20]=[CH:19][C:18]=2[F:25])=[N:7][N:6]=1)([CH3:4])([CH3:3])[CH3:2].[CH:26]1([CH:29]([C:36]2[CH:41]=[CH:40][CH:39]=[C:38]([CH2:42]O)[CH:37]=2)[CH2:30][C:31]([O:33][CH2:34][CH3:35])=[O:32])[CH2:28][CH2:27]1.C1(P(C2C=CC=CC=2)C2C=CC=CC=2)C=CC=CC=1.N(C(OCC)=O)=NC(OCC)=O>C1COCC1.C1(C)C=CC=CC=1>[C:1]([C:5]1[S:9][C:8]([C:10]2[CH:15]=[C:14]([O:16][CH2:42][C:38]3[CH:37]=[C:36]([CH:29]([CH:26]4[CH2:27][CH2:28]4)[CH2:30][C:31]([O:33][CH2:34][CH3:35])=[O:32])[CH:41]=[CH:40][CH:39]=3)[CH:13]=[CH:12][C:11]=2[C:17]2[CH:22]=[C:21]([O:23][CH3:24])[CH:20]=[CH:19][C:18]=2[F:25])=[N:7][N:6]=1)([CH3:4])([CH3:2])[CH3:3]. Procedure details: To a solution of 2-(5-(tert-butyl)-1,3,4-thiadiazol-2-yl)-2′-fluoro-5′-methoxy-[1,1′-biphenyl]-4-ol (109 mg), ethyl 3-cyclopropyl-3-(3-(hydroxymethyl)phenyl)propanoate (91 mg) and triphenylphosphine (319 mg) in THF (6.0 mL) was added a 40% solution of diethyl azodicarboxylate in toluene (480 μL) at 0° C., and the mixture was stirred at room temperature for 12 hr. The mixture was concentrated under reduced pressure, and the residue was purified by silica gel column chromatography (ethyl acetate/h...